Dataset: the Open Reaction Database (ORD), a public repository of structured organic reaction records. Task: describe an organic reaction: reactants, conditions, products, and yield The product is CN1CC=C(C=Cc2ccccc2)CC1, Cl. Reactants: CN1CC=C(C=Cc2ccccc2)CC1, CC(C)O, Cl. As a reaction SMILES: [CH3:1][N:2]1[CH2:3][CH2:4][C:5]([CH:8]=[CH:9][c:10]2[cH:11][cH:12][cH:13][cH:14][cH:15]2)=[CH:6][CH2:7]1.[CH:17]([OH:18])([CH3:19])[CH3:20].[ClH:16]>>[CH3:1][N:2]1[CH2:3][CH:4]=[C:5]([CH:8]=[CH:9][c:10]2[cH:11][cH:12][cH:13][cH:14][cH:15]2)[CH2:6][CH2:7]1.[ClH:16]. The reactants are BrC1=CC(=C(C=C1)N1C(NN=C1C[C@H]1CN(CC1)C(=O)C1CC1)=O)C (4-(4-bromo-2-methylphenyl)-5-{[(3S)-1-(cyclopropylcarbonyl)-3-pyrrolidinyl]methyl}-2,4-dihydro-3H-1,2,4-triazol-3-one), FC1=CC=C(C=C1)B(O)O ((4-fluorophenyl)boronic acid), C(=O)([O-])[O-].[K+].[K+] (K2CO3), O1CCOCC1 (1,4-dioxane). The reagents and catalysts are C1=CC=C(C=C1)P([C-]2C=CC=C2)C3=CC=CC=C3.C1=CC=C(C=C1)P([C-]2C=CC=C2)C3=CC=CC=C3.Cl[Pd]Cl.[Fe+2] (PdCl2(dppf)). The solvent is O (water). Run at temperature 150 celsius. Yields the product C1(CC1)C(=O)N1C[C@@H](CC1)CC=1N(C(NN1)=O)C1=C(C=C(C=C1)C1=CC=C(C=C1)F)C (5-{[(3S)-1-(cyclopropylcarbonyl)-3-pyrrolidinyl]methyl}-4-(4′-fluoro-3-methyl-4-biphenylyl)-2,4-dihydro-3H-1,2,4-triazol-3-one). Yield: 58.1%. As a reaction SMILES: Br[C:2]1[CH:7]=[CH:6][C:5]([N:8]2[C:12]([CH2:13][C@@H:14]3[CH2:18][CH2:17][N:16]([C:19]([CH:21]4[CH2:23][CH2:22]4)=[O:20])[CH2:15]3)=[N:11][NH:10][C:9]2=[O:24])=[C:4]([CH3:25])[CH:3]=1.[F:26][C:27]1[CH:32]=[CH:31][C:30](B(O)O)=[CH:29][CH:28]=1.C([O-])([O-])=O.[K+].[K+].O1CCOCC1>C1C=CC(P(C2C=CC=CC=2)[C-]2C=CC=C2)=CC=1.C1C=CC(P(C2C=CC=CC=2)[C-]2C=CC=C2)=CC=1.Cl[Pd]Cl.[Fe+2].O>[CH:21]1([C:19]([N:16]2[CH2:17][CH2:18][C@@H:14]([CH2:13][C:12]3[N:8]([C:5]4[CH:6]=[CH:7][C:2]([C:30]5[CH:31]=[CH:32][C:27]([F:26])=[CH:28][CH:29]=5)=[CH:3][C:4]=4[CH3:25])[C:9](=[O:24])[NH:10][N:11]=3)[CH2:15]2)=[O:20])[CH2:23][CH2:22]1 |f:2.3.4,6.7.8.9|. Procedure: A microwave vial was charged with 4-(4-bromo-2-methylphenyl)-5-{[(3S)-1-(cyclopropylcarbonyl)-3-pyrrolidinyl]methyl}-2,4-dihydro-3H-1,2,4-triazol-3-one (60.0 mg, 0.148 mmol), (4-fluorophenyl)boronic acid (20.71 mg, 0.148 mmol), PdCl2(dppf) (5.42 mg, 7.40 μmmol), K2CO3 (51.2 mg, 0.370 mmol), 1,4-dioxane (3 mL) and water (1 mL). The reaction was purged with nitrogen, sealed and heated in a microwave reactor at 150° C. for 30 min. The reaction mixture was concentrated under reduced pressure and the... Reactants: C1(CC1)NC=1N=NC(=CC1)C#C (N-cyclopropyl-6-ethynylpyridazin-3-amine), IC=1C=C(C(=O)NC2=CC(=C(C=C2)N2C=NC(=C2)C)C(F)(F)F)C=CC1C (3-iodo-4-methyl-N-(4-(4-methyl-1H-imidazol-1-yl)-3-(trifluoromethyl)phenyl)benzamide). RXN SMILES: [CH:1]1([NH:4][C:5]2[N:6]=[N:7][C:8]([C:11]#[CH:12])=[CH:9][CH:10]=2)[CH2:3][CH2:2]1.I[C:14]1[CH:15]=[C:16]([CH:36]=[CH:37][C:38]=1[CH3:39])[C:17]([NH:19][C:20]1[CH:25]=[CH:24][C:23]([N:26]2[CH:30]=[C:29]([CH3:31])[N:28]=[CH:27]2)=[C:22]([C:32]([F:35])([F:34])[F:33])[CH:21]=1)=[O:18]>>[CH:1]1([NH:4][C:5]2[N:6]=[N:7][C:8]([C:11]#[C:12][C:37]3[CH:36]=[C:16]([CH:15]=[CH:14][C:38]=3[CH3:39])[C:17]([NH:19][C:20]3[CH:25]=[CH:24][C:23]([N:26]4[CH:30]=[C:29]([CH3:31])[N:28]=[CH:27]4)=[C:22]([C:32]([F:33])([F:34])[F:35])[CH:21]=3)=[O:18])=[CH:9][CH:10]=2)[CH2:3][CH2:2]1. Procedure details: The title compound was synthesized from N-cyclopropyl-6-ethynylpyridazin-3-amine and 3-iodo-4-methyl-N-(4-(4-methyl-1H-imidazol-1-yl)-3-(trifluoromethyl)phenyl)benzamide (as prepared above) in a manner similar to that described for in Example 1. The product was obtained as a pale yellow solid. Mp: 125-126° C.; 1H NMR (300 MHz, CDCl3) δ: 9.94 (1H, s), 8.34 (1H, s), 8.20-8.23 (1H, d, J=8.7 Hz), 8.02 (1H, s), 7.86-7.89 (1H, d, J=8.1 Hz), 7.53 (1H, s), 7.39-7.42 (1H, d, J=9.0 Hz), 7.30-7.32 (2H, m),... Yields the product C1(CC1)NC1=CC=C(N=N1)C#CC=1C=C(C(=O)NC2=CC(=C(C=C2)N2C=NC(=C2)C)C(F)(F)F)C=CC1C (3-(2-(6-(Cyclopropylamino)pyridazin-3-yl)ethynyl)-4-methyl-N-(4-(4-methyl-1H-imidazol-1-yl)-3-(trifluoromethyl)phenyl)benzamide). The reactants are COC=1C=C(C=C(C1OC)C)CCN (2-(3,4-dimethoxy-5-methylphenyl)ethylamine), C1C(C2=CC=CC=C2)O1 (styrene oxide). Run in O1CCCC1 (tetrahydrofuran). The product is OC(CNCCC1=CC(=C(C(=C1)C)OC)OC)C1=CC=CC=C1 (N-[(2-hydroxy-2-phenylethyl)]-2-(3',4'-dimethoxy-5-methylphenyl)ethylamine). RXN SMILES: [CH3:1][O:2][C:3]1[CH:4]=[C:5]([CH2:12][CH2:13][NH2:14])[CH:6]=[C:7]([CH3:11])[C:8]=1[O:9][CH3:10].[CH2:15]1[O:23][CH:16]1[C:17]1[CH:22]=[CH:21][CH:20]=[CH:19][CH:18]=1>O1CCCC1>[OH:23][CH:16]([C:17]1[CH:22]=[CH:21][CH:20]=[CH:19][CH:18]=1)[CH2:15][NH:14][CH2:13][CH2:12][C:5]1[CH:6]=[C:7]([CH3:11])[C:8]([O:9][CH3:10])=[C:3]([O:2][CH3:1])[CH:4]=1. Procedure details: 1-Phenyl-7,8-dihydroxy-9-methyl-2,3,4,5-tetrahydro-1H-3-benzazepine is obtained by treating 2-(3,4-dimethoxy-5-methylphenyl)ethylamine in tetrahydrofuran with styrene oxide for 12 hours as described above to give N-[(2-hydroxy-2-phenylethyl)]-2-(3',4'-dimethoxy-5-methylphenyl)ethylamine which on cyclization gives the 7,8-dimethoxy benzazepine. Cleavage of this as described gives the desired 6-methyl compound as the hydrobromide which may be converted via the free base to the hydrochloride. Starting materials: C[Mg]Cl (Methyl magnesium chloride), C(C(C)(C)C)OC1=CC=2C(C3=CC(=CC=C3OC2C=C1)C=1C=NC=NC1)=O (2-(neopentyloxy)-7-(pyrimidin-5-yl)-9H-xanthen-9-one). Run in C1CCOC1 (THF), C1CCOC1 (THF). Run at time 2 hour. Product: CC1(C2=CC(=CC=C2OC=2C=CC(=CC12)OCC(C)(C)C)C=1C=NC=NC1)O (9-methyl-2-(neopentyloxy)-7-(pyrimidin-5-yl)-9H-xanthen-9-ol). As a reaction SMILES: [CH3:1][Mg]Cl.[CH2:4]([O:9][C:10]1[CH:23]=[CH:22][C:21]2[O:20][C:19]3[C:14](=[CH:15][C:16]([C:24]4[CH:25]=[N:26][CH:27]=[N:28][CH:29]=4)=[CH:17][CH:18]=3)[C:13](=[O:30])[C:12]=2[CH:11]=1)[C:5]([CH3:8])([CH3:7])[CH3:6]>C1COCC1>[CH3:1][C:13]1([OH:30])[C:12]2[CH:11]=[C:10]([O:9][CH2:4][C:5]([CH3:8])([CH3:7])[CH3:6])[CH:23]=[CH:22][C:21]=2[O:20][C:19]2[C:14]1=[CH:15][C:16]([C:24]1[CH:25]=[N:26][CH:27]=[N:28][CH:29]=1)=[CH:17][CH:18]=2. Procedure: Methyl magnesium chloride, 22 wt % in THF (5.0 mL, 14.88 mmol), was added to a solution of 2-(neopentyloxy)-7-(pyrimidin-5-yl)-9H-xanthen-9-one (2.2 g, 6.10 mmol) in THF (61.0 mL) at 0° C. After 2 hours, the reaction mixture was quenched with saturated aqueous ammonium chloride (200 mL) and extracted with EtOAc (3×200 mL). The combined organic extracts were washed with saturated aqueous ammonium chloride, water, saturated aqueous sodium chloride, and dried over sodium sulfate. The solution was f...